This data is from the Open Reaction Database (ORD), a public repository of structured organic reaction records. The task is: describe an organic reaction: reactants, conditions, products, and yield The reactants are C(C)(C)(C)OC(=O)N[C@@H](C(=O)O)C(CC)(C)CC ((R)-2-(tert-butoxycarbonylamino)-3-ethyl-3-methylpentanoic acid), C(Cl)Cl (CH2Cl2), C(C1=CC=CC=C1)O (benzyl alcohol), C(CCl)Cl (EDC). Reaction SMILES: [C:1]([O:5][C:6]([NH:8][C@H:9]([C:13]([CH2:17][CH3:18])([CH3:16])[CH2:14][CH3:15])[C:10]([OH:12])=[O:11])=[O:7])([CH3:4])([CH3:3])[CH3:2].C(Cl)Cl.[CH2:22](O)[C:23]1[CH:28]=[CH:27][CH:26]=[CH:25][CH:24]=1.C(Cl)CCl>CN(C)C1C=CN=CC=1.CCOCC>[C:1]([O:5][C:6]([NH:8][C@H:9]([C:13]([CH2:17][CH3:18])([CH3:16])[CH2:14][CH3:15])[C:10]([O:12][CH2:22][C:23]1[CH:28]=[CH:27][CH:26]=[CH:25][CH:24]=1)=[O:11])=[O:7])([CH3:4])([CH3:3])[CH3:2]. Conditions: time 3 hour. Procedure: A 2-dram vial containing a small stir bar was charged with (R)-2-(tert-butoxycarbonylamino)-3-ethyl-3-methylpentanoic acid (10b) (10 mg, 0.04 mmol), CH2Cl2 (1 mL), 4-dimethylaminopyridine (2 mg, 0.02 mmol, 0.5 equiv), benzyl alcohol (20 μL, 0.2 mmol, 5 equiv), and EDC (20 mg, 0.1 mmol, 2.5 equiv). The solution was stirred at room temperature for 3 h, and then diluted with 10 mL Et2O. The mixture was washed with water (2×10 mL), saturated aqueous NaHCO3 (10 mL), and brine (10 mL). The organic lay... Solvent: CCOCC (Et2O). Reagents/catalysts: CN(C1=CC=NC=C1)C (4-dimethylaminopyridine). Yields the product C(C)(C)(C)OC(=O)N[C@@H](C(=O)OCC1=CC=CC=C1)C(CC)(C)CC ((R)-benzyl 2-(tert-butoxycarbonylamino)-3-ethyl-3-methylpentanoate).